Dataset: the Open Reaction Database (ORD), a public repository of structured organic reaction records. Task: describe an organic reaction: reactants, conditions, products, and yield Starting materials: CC=1NC(=C(C(C1C(=O)OCCOC)C1=CC(=CC=C1)NO)C(=O)OC(C)C)C (2-Methoxyethyl 1-Methylethyl 1,4-Dihydro-2,6-dimethyl-4-(3-hydroxylaminophenyl)-3,5-pyridinedicarboxylate), ClC1=CC=C(C=O)C=C1 (4-chlorobenzaldehyde). Yields the product CC=1NC(=C(C(C1C(=O)OCCOC)C1=CC(=CC=C1)/N(=O)=C/C1=CC=C(C=C1)Cl)C(=O)OC(C)C)C (2-Methoxyethyl 1-Methylethyl 1,4-Dihydro-2,6-dimethyl-4-{3-[(Z)-N-(4-chlorophenylmethylene)-N-oxo-λ5 -azanyl]phenyl}-3,5-pyridinedicarboxylate). The yield is 74.8%. Reaction SMILES: [CH3:1][C:2]1[NH:3][C:4]([CH3:29])=[C:5]([C:23]([O:25][CH:26]([CH3:28])[CH3:27])=[O:24])[CH:6]([C:15]2[CH:20]=[CH:19][CH:18]=[C:17]([NH:21][OH:22])[CH:16]=2)[C:7]=1[C:8]([O:10][CH2:11][CH2:12][O:13][CH3:14])=[O:9].[Cl:30][C:31]1[CH:38]=[CH:37][C:34]([CH:35]=O)=[CH:33][CH:32]=1>>[CH3:1][C:2]1[NH:3][C:4]([CH3:29])=[C:5]([C:23]([O:25][CH:26]([CH3:27])[CH3:28])=[O:24])[CH:6]([C:15]2[CH:20]=[CH:19][CH:18]=[C:17]([N:21](=[CH:35][C:34]3[CH:37]=[CH:38][C:31]([Cl:30])=[CH:32][CH:33]=3)=[O:22])[CH:16]=2)[C:7]=1[C:8]([O:10][CH2:11][CH2:12][O:13][CH3:14])=[O:9]. Procedure: The reaction of hydroxylamine 55 (1.98 g, 5 mmol) with 4-chlorobenzaldehyde (62) (0.70 g, 5 mmol) afforded, after workup, a light yellow oil. The crude product was purified by flash chromatography with 1:1 ethyl acetate/petroleum ether as the eluant to obtain 1.97 g (3.74 mmol, 75%) of 73 as a light yellow gum: IR (CH2Cl2) 3440, 2980, 1700, 1625, 1590, 1550, 1475, 1300, 1215, 1110, 910, 840; 1H NMR 1.10 (d, J=6.2 Hz, 3H), 1.22 (d, J=6.2 Hz, 3H), 2.26 (s, 6H), 3.31 (s, 3H), 3.56 (t, J=4.8 Hz, 2H)... The reactants are C(C)(C)(C)OC(CNC=1SC(=NN1)C1=CC=CC=C1)=O ((5-phenyl-[1,3,4]thiadiazol-2-ylamino)-acetic acid tert-butyl ester). Solvent: C(=O)(C(F)(F)F)O (TFA), ClCCl (dichloromethane). The product is C1(=CC=CC=C1)C1=NN=C(S1)NCC(=O)O ((5-Phenyl-[1,3,4]thiadiazol-2-ylamino)-acetic acid). Reaction SMILES: C([O:5][C:6](=[O:20])[CH2:7][NH:8][C:9]1[S:10][C:11]([C:14]2[CH:19]=[CH:18][CH:17]=[CH:16][CH:15]=2)=[N:12][N:13]=1)(C)(C)C>C(O)(C(F)(F)F)=O.ClCCl>[C:14]1([C:11]2[S:10][C:9]([NH:8][CH2:7][C:6]([OH:20])=[O:5])=[N:13][N:12]=2)[CH:15]=[CH:16][CH:17]=[CH:18][CH:19]=1. Reported procedure: 290 mg (0.99 mmol) of (5-phenyl-[1,3,4]thiadiazol-2-ylamino)-acetic acid tert-butyl ester in 5 ml of TFA and 5 ml of dichloromethane at room temperature for 16 h. The volatiles were removed under reduced pressure. Yields the product CN1C(=NC=2N(C1=S)N=CN2)C2=CC=CC=C2 (6-Methyl-5-phenyl-1,2,4-triazolo[1,5-a]-1,3,5-triazine-7(6H)-thione). Procedure: The synthesis method of Example 96 was applied. The compound (1.50 g) obtained in Example 29 and trimethylorthobenzoate (5.0 ml) were used. The mixture was reacted at 150° C. for 2 hours. The resulting crystals were collected by filtration and purified by a method similar to the method of Example 98, whereby crystals (1.53 mg) were obtained (yield 66%). The crystals were recrystallized from methanol to give colorless transparent plate crystals. Yield: 66.0%. As a reaction SMILES: [NH2:1][C:2]1[N:6]([C:7]([NH:9][CH3:10])=[S:8])[N:5]=[CH:4][N:3]=1.CO[C:13](OC)(OC)[C:14]1[CH:19]=[CH:18][CH:17]=[CH:16][CH:15]=1>>[CH3:10][N:9]1[C:7](=[S:8])[N:6]2[N:5]=[CH:4][N:3]=[C:2]2[N:1]=[C:13]1[C:14]1[CH:19]=[CH:18][CH:17]=[CH:16][CH:15]=1. The reactants are NC1=NC=NN1C(=S)NC (5-Amino-1-[methylamino(thiocarbonyl)]-1H-1,2,4-triazole), COC(C1=CC=CC=C1)(OC)OC (trimethylorthobenzoate). The product is O=C(NC(Cc1cccnc1)C(=O)N1CCCC1)c1cc2cc(Cl)ncc2[nH]1. Starting materials: F[B-](F)(F)F, CCN(C(C)C)C(C)C, O=C(O)c1cc2cc(Cl)ncc2[nH]1, Cl, NC(Cc1cccnc1)C(=O)N1CCCC1, CN(C)C=O, CN(C)C(On1nnc2ccccc21)=[N+](C)C. Reaction SMILES: [B-:40]([F:41])([F:42])([F:43])[F:44].[CH:18]([N:19]([CH2:20][CH3:21])[CH:22]([CH3:23])[CH3:24])([CH3:25])[CH3:26].[Cl:27][c:28]1[cH:29][c:30]2[c:31]([cH:32][n:33]1)[nH:34][c:35]([C:37](=[O:38])[OH:39])[cH:36]2.[ClH:1].[NH2:2][CH:3]([C:4](=[O:5])[N:6]1[CH2:7][CH2:8][CH2:9][CH2:10]1)[CH2:11][c:12]1[cH:13][n:14][cH:15][cH:16][cH:17]1.[O:62]=[CH:63][N:64]([CH3:65])[CH3:66].[n:45]1([O:46][C:47]([N:48]([CH3:49])[CH3:50])=[N+:51]([CH3:52])[CH3:53])[c:54]2[cH:55][cH:56][cH:57][cH:58][c:59]2[n:60][n:61]1>>[NH:2]([CH:3]([C:4](=[O:5])[N:6]1[CH2:7][CH2:8][CH2:9][CH2:10]1)[CH2:11][c:12]1[cH:13][n:14][cH:15][cH:16][cH:17]1)[C:37]([c:35]1[nH:34][c:31]2[c:30]([cH:29][c:28]([Cl:27])[n:33][cH:32]2)[cH:36]1)=[O:38]. Reactants: CCCCO, CN1CC(CCl)OC1=O, [I-], [K+], [Na+], [Na+], O=C([O-])[O-], c1ccc(N2CCNCC2)cc1. The product is CN1CC(CN2CCN(c3ccccc3)CC2)OC1=O. RXN SMILES: [CH2:30]([OH:31])[CH2:32][CH2:33][CH3:34].[Cl:13][CH2:14][CH:15]1[CH2:16][N:17]([CH3:21])[C:18](=[O:20])[O:19]1.[I-:29].[K+:28].[Na+:22].[Na+:23].[O-:24][C:25](=[O:26])[O-:27].[c:1]1([N:7]2[CH2:8][CH2:9][NH:10][CH2:11][CH2:12]2)[cH:2][cH:3][cH:4][cH:5][cH:6]1>>[c:1]1([N:7]2[CH2:8][CH2:9][N:10]([CH2:14][CH:15]3[CH2:16][N:17]([CH3:21])[C:18](=[O:20])[O:19]3)[CH2:11][CH2:12]2)[cH:2][cH:3][cH:4][cH:5][cH:6]1. The reactants are O1C(OCCC1)C1=CC(=C(C=C1)C=1SC2=NC(=CC=C2N1)C1(CC1)C1=CC=CC=C1)F (2-(4-(1,3-dioxan-2-yl)-2-fluorophenyl)-5-(1-phenylcyclopropyl)-thiazolo[5,4-b]pyridine), Cl (HCl), O (water). The solvent is C1CCOC1 (THF). Conditions: temperature 65 celsius, time 3 hour. Yields the product FC=1C=C(C=O)C=CC1C=1SC2=NC(=CC=C2N1)C1(CC1)C1=CC=CC=C1 (3-fluoro-4-(5-(1-phenylcyclopropyl)thiazolo[5,4-b]pyridine-2-yl)benzaldehyde). Reaction SMILES: [O:1]1CCCO[CH:2]1[C:7]1[CH:12]=[CH:11][C:10]([C:13]2[S:14][C:15]3[C:20]([N:21]=2)=[CH:19][CH:18]=[C:17]([C:22]2([C:25]4[CH:30]=[CH:29][CH:28]=[CH:27][CH:26]=4)[CH2:24][CH2:23]2)[N:16]=3)=[C:9]([F:31])[CH:8]=1.Cl.O>C1COCC1>[F:31][C:9]1[CH:8]=[C:7]([CH:12]=[CH:11][C:10]=1[C:13]1[S:14][C:15]2[C:20]([N:21]=1)=[CH:19][CH:18]=[C:17]([C:22]1([C:25]3[CH:26]=[CH:27][CH:28]=[CH:29][CH:30]=3)[CH2:23][CH2:24]1)[N:16]=2)[CH:2]=[O:1]. Procedure: To a slurry of 2-(4-(1,3-dioxan-2-yl)-2-fluorophenyl)-5-(1-phenylcyclopropyl)-thiazolo[5,4-b]pyridine (22.3 g, 51.6 mmol) in 200 mL THF was added 200 mL 5N HCl. The reaction mixture became warm, was fitted with a water-cooled reflux condenser, and was heated to 65° C. in an oil bath under argon. After 3 h, the reaction was nearly homogeneous. The bath was turned off and the reaction allowed to stir overnight. In the morning a nice yellow precipitate was evident. The THF was removed in vacuo, and... Reactants: Cl (Hydrochloric acid), [Si](C1=CC=CC=C1)(C1=CC=CC=C1)(C(C)(C)C)OCCOC[C@@H](C(=O)NC1=NC=C(C=C1)Cl)OC=1C2=C(N=CN1)N(N=N2)C2=C(C=CC=C2)C ((2S)-3-(2-(tert-butyldiphenylsilyloxy)ethoxy)-N-(5-chloropyridin-2-yl)-2-(3-o-tolyl-3H-[1,2,3]triazolo[4,5-d]pyrimidin-7-yloxy)propanamide). The solvent is CO (methanol). Run at time 4 hour. The product is ClC=1C=CC(=NC1)NC([C@H](COCCO)OC=1C2=C(N=CN1)N(N=N2)C2=C(C=CC=C2)C)=O ((2S)—N-(5-chloropyridin-2-yl)-3-(2-hydroxyethoxy)-2-(3-o-tolyl-3H-[1,2,3]triazolo[4,5-d]pyrimidin-7-yloxy)propanamide). Isolated yield 49.3%. As a reaction SMILES: Cl.[Si]([O:19][CH2:20][CH2:21][O:22][CH2:23][C@H:24]([O:35][C:36]1[C:37]2[N:44]=[N:43][N:42]([C:45]3[CH:50]=[CH:49][CH:48]=[CH:47][C:46]=3[CH3:51])[C:38]=2[N:39]=[CH:40][N:41]=1)[C:25]([NH:27][C:28]1[CH:33]=[CH:32][C:31]([Cl:34])=[CH:30][N:29]=1)=[O:26])(C(C)(C)C)(C1C=CC=CC=1)C1C=CC=CC=1>CO>[Cl:34][C:31]1[CH:32]=[CH:33][C:28]([NH:27][C:25](=[O:26])[C@@H:24]([O:35][C:36]2[C:37]3[N:44]=[N:43][N:42]([C:45]4[CH:50]=[CH:49][CH:48]=[CH:47][C:46]=4[CH3:51])[C:38]=3[N:39]=[CH:40][N:41]=2)[CH2:23][O:22][CH2:21][CH2:20][OH:19])=[N:29][CH:30]=1. Procedure: Hydrochloric acid (10%, 1 mL) was added dropwise to (2S)-3-(2-(tert-butyldiphenylsilyloxy)ethoxy)-N-(5-chloropyridin-2-yl)-2-(3-o-tolyl-3H-[1,2,3]triazolo[4,5-d]pyrimidin-7-yloxy)propanamide (Intermediate AP7) (250 mg, 0.35 mmol) in methanol (20.00 mL) at room temperature. The resulting solution was stirred for 4 hours. Most of the methanol was evaporated and the remaining aq. soln was diluted with saturated NH4Cl and extracted with EtOAc (2×30 mL). The organic layers were combined, dried (MgSO4...